describe an organic reaction: reactants, conditions, products, and yield From a dataset of the Open Reaction Database (ORD), a public repository of structured organic reaction records. The reactants are C[n+]1ccccc1Br, CCCCN(CCCC)CCCC, CC(=O)O, ClCCl, OCC=Cc1ccccc1. The product is CC(=O)OCC=Cc1ccccc1. As a reaction SMILES: [Br:1][c:2]1[cH:3][cH:4][cH:5][cH:6][n+:7]1[CH3:8].[CH2:23]([N:24]([CH2:25][CH2:26][CH2:27][CH3:28])[CH2:29][CH2:30][CH2:31][CH3:32])[CH2:33][CH2:34][CH3:35].[CH3:19][C:20]([OH:21])=[O:22].[Cl:36][CH2:37][Cl:38].[OH:9][CH2:10][CH:11]=[CH:12][c:13]1[cH:14][cH:15][cH:16][cH:17][cH:18]1>>[O:9]([CH2:10][CH:11]=[CH:12][c:13]1[cH:14][cH:15][cH:16][cH:17][cH:18]1)[C:20]([CH3:19])=[O:21]. Conditions: time 3 hour. Starting materials: C(O)([O-])=O.[Na+] (sodium hydrogen carbonate), Cl.NC1CCN(CC1)CCN1C2=C(N=CC1=O)C=CC(=N2)OC (4-(2-(4-aminopiperidin-1-yl)ethyl)-6-methoxypyrido(2,3-b)pyrazin-3(4H)-one hydrochloride), C[O-].[Na+].CO (sodium methoxide methanol), O=C1NC2=C(SC1)C=CC(=N2)C=O (3-oxo-3,4-dihydro-2H-pyrido(3,2-b)(1,4)thiazine-6-carbaldehyde), C(#N)[BH3-].[Na+] (sodium cyanoborohydride). RXN SMILES: Cl.[NH2:2][CH:3]1[CH2:8][CH2:7][N:6]([CH2:9][CH2:10][N:11]2[C:16](=[O:17])[CH:15]=[N:14][C:13]3[CH:18]=[CH:19][C:20]([O:22][CH3:23])=[N:21][C:12]2=3)[CH2:5][CH2:4]1.C[O-].[Na+].CO.[O:29]=[C:30]1[CH2:35][S:34][C:33]2[CH:36]=[CH:37][C:38]([CH:40]=O)=[N:39][C:32]=2[NH:31]1.C([BH3-])#N.[Na+].C(=O)([O-])O.[Na+]>CO.C(Cl)(Cl)Cl.C(O)(=O)C>[CH3:23][O:22][C:20]1[CH:19]=[CH:18][C:13]2[N:14]=[CH:15][C:16](=[O:17])[N:11]([CH2:10][CH2:9][N:6]3[CH2:5][CH2:4][CH:3]([NH:2][CH2:40][C:38]4[CH:37]=[CH:36][C:33]5[S:34][CH2:35][C:30](=[O:29])[NH:31][C:32]=5[N:39]=4)[CH2:8][CH2:7]3)[C:12]=2[N:21]=1 |f:0.1,2.3.4,6.7,8.9|. Isolated yield 47.7%. Reported procedure: To a suspension of 0.21 g of 4-(2-(4-aminopiperidin-1-yl)ethyl)-6-methoxypyrido(2,3-b)pyrazin-3(4H)-one hydrochloride in 5 mL of methanol, 0.22 g of a 28% sodium methoxide/methanol solution, 0.11 g of 3-oxo-3,4-dihydro-2H-pyrido(3,2-b)(1,4)thiazine-6-carbaldehyde, 32 μL of acetic acid and 70 mg of sodium cyanoborohydride were added, and the mixture was stirred at room temperature for 3 hours. Chloroform and a saturated aqueous sodium hydrogen carbonate solution were added to the reaction mixture... Run in C(Cl)(Cl)Cl (Chloroform), CO (methanol), C(C)(=O)O (acetic acid). Yields the product COC=1C=CC2=C(N(C(C=N2)=O)CCN2CCC(CC2)NCC=2C=CC=3SCC(NC3N2)=O)N1 (6-(((1-(2-(6-methoxy-3-oxopyrido(2,3-b)pyrazin-4(3H)-yl)ethyl)piperidin-4-yl)amino)methyl)-2H-pyrido(3,2-b)(1,4)thiazin-3(4H)-one). The reactants are CCOC(C)=O, CS(C)=O, CCN(C(C)C)C(C)C, OCc1cc(F)c(Cl)nc1Cl, CC(C)OC(=O)N1CCC(ON=C2CCNCC2)CC1. The product is CC(C)OC(=O)N1CCC(ON=C2CCN(c3nc(Cl)c(CO)cc3F)CC2)CC1. RXN SMILES: [CH3:41][CH2:42][O:43][C:44](=[O:45])[CH3:46].[CH3:47][S:48]([CH3:49])=[O:50].[CH:32]([N:33]([CH:34]([CH3:35])[CH3:36])[CH2:37][CH3:38])([CH3:39])[CH3:40].[Cl:21][c:22]1[n:23][c:24]([Cl:31])[c:25]([F:30])[cH:26][c:27]1[CH2:28][OH:29].[NH:1]1[CH2:2][CH2:3][C:4](=[N:7][O:8][CH:9]2[CH2:10][CH2:11][N:12]([C:15](=[O:16])[O:17][CH:18]([CH3:19])[CH3:20])[CH2:13][CH2:14]2)[CH2:5][CH2:6]1>>[N:1]1([c:24]2[n:23][c:22]([Cl:21])[c:27]([CH2:28][OH:29])[cH:26][c:25]2[F:30])[CH2:2][CH2:3][C:4](=[N:7][O:8][CH:9]2[CH2:10][CH2:11][N:12]([C:15](=[O:16])[O:17][CH:18]([CH3:19])[CH3:20])[CH2:13][CH2:14]2)[CH2:5][CH2:6]1. The reactants are C(C)(C)OC(CC1=NC(=NO1)C(C1=CC=C(C=C1)F)=O)=O (isopropyl[3-(4-fluorobenzoyl)-1,2,4-oxadiazol-5-yl]acetate), ice water. Run in OS(=O)(=O)O (H2SO4). Yields the product FC1=CC=C(C(=O)C2=NOC(=N2)CC(=O)O)C=C1 ([3-(4-Fluorobenzoyl)-1,2,4-oxadiazol-5-yl]acetic acid). Yield: 82.9%. Reaction SMILES: C([O:4][C:5](=[O:21])[CH2:6][C:7]1[O:11][N:10]=[C:9]([C:12](=[O:20])[C:13]2[CH:18]=[CH:17][C:16]([F:19])=[CH:15][CH:14]=2)[N:8]=1)(C)C>OS(O)(=O)=O>[F:19][C:16]1[CH:15]=[CH:14][C:13]([C:12]([C:9]2[N:8]=[C:7]([CH2:6][C:5]([OH:21])=[O:4])[O:11][N:10]=2)=[O:20])=[CH:18][CH:17]=1. Procedure details: A solution of isopropyl[3-(4-fluorobenzoyl)-1,2,4-oxadiazol-5-yl]acetate (6.2 g) in 97% H2SO4 (40 ml) was stirred at room temperature for 15 minutes. The resulting solution was added slowly to a liter of ice water with mechanical stirring. The precipitated solid was collected by filtration and washed with water (5×300 ml). Drying under vacuum gave 4.4 g of a powder. Recrystallization from 25% hexane/acetone gave 2.5 g (47%) of crystals, m.p. 146°-148°. Starting materials: NC1CN(CC1)C1=NC=CC(=C1)C (3-amino-1-(4-methylpyridin-2-yl)pyrrolidine), C(C)(C)(C)OC(=O)NC(=S)NCC (N-(tert-butoxycarbonyl)-N′-ethylthiourea), Cl.C(C)N=C=NCCCN(C)C (1-ethyl-3-(3-dimethylaminopropyl)-carbodiimide hydrochloride). Run in C(C)(=O)OCC (ethyl acetate), CN(C=O)C (N,N-dimethylformamide). Run at time 18 hour. Yields the product C(C)(C)(C)OC(=O)NC(=NC1CN(CC1)C1=NC=CC(=C1)C)NCC (N-(tert-butoxycarbonyl)-N′-ethyl-N″-(1-(4-methylpyridin-2-yl)-pyrrolidin-3-yl)guanidine). The yield is 83.6%. As a reaction SMILES: [NH2:1][CH:2]1[CH2:6][CH2:5][N:4]([C:7]2[CH:12]=[C:11]([CH3:13])[CH:10]=[CH:9][N:8]=2)[CH2:3]1.[C:14]([O:18][C:19]([NH:21][C:22]([NH:24][CH2:25][CH3:26])=S)=[O:20])([CH3:17])([CH3:16])[CH3:15].Cl.C(N=C=NCCCN(C)C)C>CN(C)C=O.C(OCC)(=O)C>[C:14]([O:18][C:19]([NH:21][C:22]([NH:24][CH2:25][CH3:26])=[N:1][CH:2]1[CH2:6][CH2:5][N:4]([C:7]2[CH:12]=[C:11]([CH3:13])[CH:10]=[CH:9][N:8]=2)[CH2:3]1)=[O:20])([CH3:17])([CH3:16])[CH3:15] |f:2.3|. Procedure: To a solution of 3-amino-1-(4-methylpyridin-2-yl)pyrrolidine (177 mg) and N-(tert-butoxycarbonyl)-N′-ethylthiourea (245 mg) in N,N-dimethylformamide (5 ml) was added 1-ethyl-3-(3-dimethylaminopropyl)-carbodiimide hydrochloride (230 mg), and the mixture was stirred for 18 hours. The mixture was diluted with ethyl acetate, washed with water three times and brine, dried over sodium sulfate and evaporated under reduced pressure. The residue was purified by column chromatography (silica gel 25 g, 5% ... Reactants: ClC1=C(CN2C(=NN=C(C2=O)C)SC)C=C(C=C1)F (2-chloro-5-fluorobenzyl-6-methyl-3-(methylthio)-1,2,4-triazin-5(4H)-one), N1C[C@@H](CCC1)NC(OC(C)(C)C)=O ((R)-tert-butyl piperidin-3-ylcarbamate). Run at temperature 130 celsius, time 5 minute. Product: ClC1=C(CN2C(=NN=C(C2=O)C)N2C[C@@H](CCC2)NC(OC(C)(C)C)=O)C=C(C=C1)F ((R)-tert-butyl 1-(4-(2-chloro-5-fluorobenzyl)-6-methyl-5-oxo-4,5-dihydro-1,2,4-triazin-3-yl)piperidin-3-ylcarbamate). RXN SMILES: [Cl:1][C:2]1[CH:18]=[CH:17][C:16]([F:19])=[CH:15][C:3]=1[CH2:4][N:5]1[C:10](=[O:11])[C:9]([CH3:12])=[N:8][N:7]=[C:6]1SC.[NH:20]1[CH2:25][CH2:24][CH2:23][C@@H:22]([NH:26][C:27](=[O:33])[O:28][C:29]([CH3:32])([CH3:31])[CH3:30])[CH2:21]1>>[Cl:1][C:2]1[CH:18]=[CH:17][C:16]([F:19])=[CH:15][C:3]=1[CH2:4][N:5]1[C:10](=[O:11])[C:9]([CH3:12])=[N:8][N:7]=[C:6]1[N:20]1[CH2:25][CH2:24][CH2:23][C@@H:22]([NH:26][C:27](=[O:33])[O:28][C:29]([CH3:31])([CH3:30])[CH3:32])[CH2:21]1. Reported procedure: The mixture of 4-(2-chloro-5-fluorobenzyl)-6-methyl-3-(methylthio)-1,2,4-triazin-5(4H)-one (30, 1.50 g, 5.0 mmol) and (R)-tert-butyl piperidin-3-ylcarbamate (1.500 g, 7.50 mmol) was ground for 5 min and then heated in a tube under nitrogen atmosphere at 130° C. for 14 h. The mixture was separated by silica gel column, and eluted with 10-50% ethyl acetate in petroleum ether to give (R)-tert-butyl 1-(4-(2-chloro-5-fluorobenzyl)-6-methyl-5-oxo-4,5-dihydro-1,2,4-triazin-3-ylpiperidin-3-ylcarbamate (... Reactants: CC(C)(C)OC(=O)NCCc1ccc(N)cc1, CC(C)c1ccc(S(=O)(=O)Cl)cc1, c1ccncc1. The product is CC(C)c1ccc(S(=O)(=O)Nc2ccc(CCNC(=O)OC(C)(C)C)cc2)cc1. As a reaction SMILES: [C:1]([CH3:2])([CH3:3])([CH3:4])[O:5][C:6]([NH:7][CH2:8][CH2:9][c:10]1[cH:11][cH:12][c:13]([NH2:16])[cH:14][cH:15]1)=[O:17].[CH:18]([CH3:19])([CH3:20])[c:21]1[cH:22][cH:23][c:24]([S:27](=[O:28])(=[O:29])[Cl:30])[cH:25][cH:26]1.[cH:31]1[cH:32][cH:33][n:34][cH:35][cH:36]1>>[C:1]([CH3:2])([CH3:3])([CH3:4])[O:5][C:6]([NH:7][CH2:8][CH2:9][c:10]1[cH:11][cH:12][c:13]([NH:16][S:27]([c:24]2[cH:23][cH:22][c:21]([CH:18]([CH3:19])[CH3:20])[cH:26][cH:25]2)(=[O:28])=[O:29])[cH:14][cH:15]1)=[O:17]. Starting materials: C(\C=C\C(=O)O)(=O)O (fumaric acid), CN1C(N(CC1)CCOC(C)=O)=NC1=C(C=CC=C1)N1CCOCC1 (4-{2-[1-methyl-3-(2-acetoxyethyl)-2-imidazolidinylideneamino]phenyl}morpholine), [OH-].[Na+] (sodium hydroxide). The solvent is CO (methanol), CN(C=O)C (dimethylformamide), O (water). Yields the product CN1C(N(CC1)CCO)=NC1=C(C=CC=C1)N1CCOCC1 (4-{2-[1-methyl-3-(2-hydroxyethyl)-2-imidazolidinylideneamino]phenyl}morpholine). Reaction SMILES: [CH3:1][N:2]1[CH2:6][CH2:5][N:4]([CH2:7][CH2:8][O:9]C(=O)C)[C:3]1=[N:13][C:14]1[CH:19]=[CH:18][CH:17]=[CH:16][C:15]=1[N:20]1[CH2:25][CH2:24][O:23][CH2:22][CH2:21]1.[OH-].[Na+].C(O)(=O)/C=C/C(O)=O>CN(C)C=O.O.CO>[CH3:1][N:2]1[CH2:6][CH2:5][N:4]([CH2:7][CH2:8][OH:9])[C:3]1=[N:13][C:14]1[CH:19]=[CH:18][CH:17]=[CH:16][C:15]=1[N:20]1[CH2:21][CH2:22][O:23][CH2:24][CH2:25]1 |f:1.2|. Procedure details: Reaction of 4-{2-[1-methyl-3-(2-acetoxyethyl)-2-imidazolidinylideneamino]phenyl}morpholine (2.7 g) in dimethylformamide (10 ml) with sodium hydroxide (0.4 g) in water (10 ml) for one hour at 10° C. gave an oil which was dissolved in methanol (10 ml) and treated with fumaric acid (0.4 g) to give 4-{2-[1-methyl-3-(2-hydroxyethyl)-2-imidazolidinylideneamino]phenyl}morpholine (m.p. 129°-131° C.) which was recrystallised from a 1:2 mixture of methanol and ether. Starting materials: Ru(OAc)2, C(C(C)C)C1=CC=C(C=C1)C(C(=O)O)=C (2-(4-isobutylphenyl)-propenoic acid). The solvent is CO (methanol). Reaction conditions: temperature 25 celsius, time 24 hour. The product is C(C(C)C)C1=CC=C(C=C1)[C@@H](C(=O)O)C ((S)-2-(4-isobutylphenyl)propionic acid). Isolated yield 94.7%. As a reaction SMILES: [CH2:1]([C:5]1[CH:10]=[CH:9][C:8]([C:11](=[CH2:15])[C:12]([OH:14])=[O:13])=[CH:7][CH:6]=1)[CH:2]([CH3:4])[CH3:3]>CO>[CH2:1]([C:5]1[CH:6]=[CH:7][C:8]([C@H:11]([CH3:15])[C:12]([OH:14])=[O:13])=[CH:9][CH:10]=1)[CH:2]([CH3:4])[CH3:3]. Procedure: In an atmosphere of argon, 4.6 mg (5.4×10-3 mmol) of Ru(OAc)2 [(S)-(-)-OcH-binap] complex and 220.4 mg (1.08 mmol) of 2-(4-isobutylphenyl)-propenoic acid were dissolved in 5.4 ml of methanol, and the resulting solution was put into a 100 ml capacity autoclave and stirred at 25° C. for 24 hours under a hydrogen pressure of 100 atm. The reaction solution was concentrated and then subjected to a silica gel column chromatography (eluting solution, ether) to obtain 211 mg of (S)-2-(4-isobutylphenyl)p...